This data is from the Open Reaction Database (ORD), a public repository of structured organic reaction records. The task is: describe an organic reaction: reactants, conditions, products, and yield Reactants: C1CCNCC1, CCO, Cl, Nc1c(NCCCOc2cccc(C=O)c2)c(=O)c1=O, O. The product is Nc1c(NCCCOc2cccc(CO)c2)c(=O)c1=O. As a reaction SMILES: [CH2:21]1[CH2:22][CH2:23][NH:24][CH2:25][CH2:26]1.[CH3:29][CH2:30][OH:31].[ClH:27].[NH2:1][c:2]1[c:3]([NH:8][CH2:9][CH2:10][CH2:11][O:12][c:13]2[cH:14][c:15]([CH:19]=[O:20])[cH:16][cH:17][cH:18]2)[c:4](=[O:7])[c:5]1=[O:6].[OH2:28]>>[NH2:1][c:2]1[c:3]([NH:8][CH2:9][CH2:10][CH2:11][O:12][c:13]2[cH:14][c:15]([CH2:19][OH:20])[cH:16][cH:17][cH:18]2)[c:4](=[O:7])[c:5]1=[O:6].